The task is: describe an organic reaction: reactants, conditions, products, and yield. This data is from the Open Reaction Database (ORD), a public repository of structured organic reaction records. The reactants are O=C(O)CCc1cc(C(=O)c2ccc(OC3CCCC3)cc2O)ccc1OCc1ccc(C(=O)O)cc1, CCO, ClCCl, Cl. Yields the product CCOC(=O)CCc1cc(C(=O)c2ccc(OC3CCCC3)cc2O)ccc1OCc1ccc(C(=O)O)cc1. As a reaction SMILES: [C:1](=[O:2])([OH:3])[CH2:4][CH2:5][c:6]1[c:7]([O:8][CH2:9][c:10]2[cH:11][cH:12][c:13]([C:14](=[O:15])[OH:16])[cH:17][cH:18]2)[cH:19][cH:20][c:21]([C:23]([c:24]2[c:25]([OH:36])[cH:26][c:27]([O:30][CH:31]3[CH2:32][CH2:33][CH2:34][CH2:35]3)[cH:28][cH:29]2)=[O:37])[cH:22]1.[CH2:38]([CH3:39])[OH:40].[CH2:42]([Cl:43])[Cl:44].[ClH:41]>>[C:1](=[O:2])([O:3][CH2:38][CH3:39])[CH2:4][CH2:5][c:6]1[c:7]([O:8][CH2:9][c:10]2[cH:11][cH:12][c:13]([C:14](=[O:15])[OH:16])[cH:17][cH:18]2)[cH:19][cH:20][c:21]([C:23]([c:24]2[c:25]([OH:36])[cH:26][c:27]([O:30][CH:31]3[CH2:32][CH2:33][CH2:34][CH2:35]3)[cH:28][cH:29]2)=[O:37])[cH:22]1. Starting materials: CC(=O)Nc1cccc(I)c1, ClCCl, CN(C)c1ccncc1, O=C(Cl)C1CC1, Cl, O. Yields the product CC(=O)N(C(=O)C1CC1)c1cccc(I)c1. As a reaction SMILES: [C:1]([CH3:2])(=[O:3])[NH:4][c:5]1[cH:6][c:7]([I:11])[cH:8][cH:9][cH:10]1.[CH2:20]([Cl:21])[Cl:22].[CH3:23][N:24]([CH3:25])[c:26]1[cH:27][cH:28][n:29][cH:30][cH:31]1.[CH:12]1([C:15](=[O:16])[Cl:17])[CH2:13][CH2:14]1.[ClH:19].[OH2:18]>>[C:1]([CH3:2])(=[O:3])[N:4]([c:5]1[cH:6][c:7]([I:11])[cH:8][cH:9][cH:10]1)[C:15]([CH:12]1[CH2:13][CH2:14]1)=[O:16].